Task: describe an organic reaction: reactants, conditions, products, and yield. Dataset: the Open Reaction Database (ORD), a public repository of structured organic reaction records Reactants: O1C(=NN=C1)N ([1,3,4]oxadiazol-2-ylamine), C1(=CC=CC=C1)C(C(=O)Cl)C1=CC=CC=C1 (2,2-diphenylacetic acid chloride). The product is O1C(=NN=C1)NC(C(C1=CC=CC=C1)C1=CC=CC=C1)=O (N-[1,3,4]Oxadiazol-2-yl-2,2-diphenyl-acetamide). RXN SMILES: [O:1]1[CH:5]=[N:4][N:3]=[C:2]1[NH2:6].[C:7]1([CH:13]([C:17]2[CH:22]=[CH:21][CH:20]=[CH:19][CH:18]=2)[C:14](Cl)=[O:15])[CH:12]=[CH:11][CH:10]=[CH:9][CH:8]=1>>[O:1]1[CH:5]=[N:4][N:3]=[C:2]1[NH:6][C:14](=[O:15])[CH:13]([C:7]1[CH:12]=[CH:11][CH:10]=[CH:9][CH:8]=1)[C:17]1[CH:22]=[CH:21][CH:20]=[CH:19][CH:18]=1. Procedure details: The title compound, light yellow solid, m.p. 131-132° C. and MS: m/e=279.2 (M+) was prepared in accordance with the general method of example 44a from [1,3,4]oxadiazol-2-ylamine and 2,2-diphenylacetic acid chloride.